From a dataset of the Open Reaction Database (ORD), a public repository of structured organic reaction records. describe an organic reaction: reactants, conditions, products, and yield Starting materials: O=C([O-])O, CC(=O)N1CCC(C)C1c1ccc(NC(=O)c2ccccn2)cc1F, [Na+], O=[N+]([O-])O. Yields the product CC(=O)N1CCC(C)C1c1cc([N+](=O)[O-])c(NC(=O)c2ccccn2)cc1F. As a reaction SMILES: [C:30](=[O:31])([OH:32])[O-:33].[C:5]([CH3:6])(=[O:7])[N:8]1[CH:9]([c:14]2[c:15]([F:29])[cH:16][c:17]([NH:20][C:21](=[O:22])[c:23]3[n:24][cH:25][cH:26][cH:27][cH:28]3)[cH:18][cH:19]2)[CH:10]([CH3:13])[CH2:11][CH2:12]1.[Na+:34].[OH:1][N+:2]([O-:3])=[O:4]>>[O-:1][N+:2](=[O:4])[c:18]1[c:17]([NH:20][C:21](=[O:22])[c:23]2[n:24][cH:25][cH:26][cH:27][cH:28]2)[cH:16][c:15]([F:29])[c:14]([CH:9]2[N:8]([C:5]([CH3:6])=[O:7])[CH2:12][CH2:11][CH:10]2[CH3:13])[cH:19]1.